Task: describe an organic reaction: reactants, conditions, products, and yield. Dataset: the Open Reaction Database (ORD), a public repository of structured organic reaction records The reactants are O (water), S(O)(O)(=O)=O (sulphuric acid), S(O)(O)(=O)=O (sulphuric acid), 31-trimethyl silyl-42-ester, C[C@@H]1CC[C@H]2C[C@@H](/C(=C/C=C/C=C/[C@H](C[C@H](C(=O)[C@@H]([C@@H](/C(=C/[C@H](C(=O)C[C@H](OC(=O)[C@@H]3CCCCN3C(=O)C(=O)[C@@]1(O2)O)[C@H](C)C[C@@H]4CC[C@H]([C@@H](C4)OC)O)C)/C)O)OC)C)C)/C)OC (rapamycin), CC1(COC(OC1)(C1=CC=CC=C1)C1=CC=CC=C1)C(=O)O (5-methyl-2,2-diphenyl-1,3-dioxane-5-carboxylic acid). Run in C1CCOC1 (THF), C1CCOC1 (THF). Reaction conditions: temperature 2.5 celsius, time 24 hour. Product: C[C@@H]1CC[C@H]2C[C@@H](/C(=C/C=C/C=C/[C@H](C[C@H](C(=O)[C@@H]([C@@H](/C(=C/[C@H](C(=O)C[C@H](OC(=O)[C@@H]3CCCCN3C(=O)C(=O)[C@@]1(O2)O)[C@H](C)C[C@@H]4CC[C@H]([C@@H](C4)OC)OC(=O)C(C)(CO)CO)C)/C)O)OC)C)C)/C)OC (CCI-779). RXN SMILES: [CH3:1][C@H:2]1[C@@:41]2([OH:43])[O:42][C@H:5]([CH2:6][C@H:7]([O:64][CH3:65])[C:8]([CH3:63])=[CH:9][CH:10]=[CH:11][CH:12]=[CH:13][C@@H:14]([CH3:62])[CH2:15][C@@H:16]([CH3:61])[C:17]([C@H:19]([O:59][CH3:60])[C@H:20]([OH:58])[C:21]([CH3:57])=[CH:22][C@@H:23]([CH3:56])[C:24]([CH2:26][C@@H:27]([C@@H:44]([CH2:46][C@H:47]3[CH2:52][C@@H:51]([O:53][CH3:54])[C@H:50]([OH:55])[CH2:49][CH2:48]3)[CH3:45])[O:28][C:29]([C@H:31]3[N:36]([C:37]([C:39]2=[O:40])=[O:38])[CH2:35][CH2:34][CH2:33][CH2:32]3)=[O:30])=[O:25])=[O:18])[CH2:4][CH2:3]1.[CH3:66][C:67]1([C:85](O)=[O:86])[CH2:72][O:71]C(C2C=CC=CC=2)(C2C=CC=CC=2)[O:69][CH2:68]1.S(=O)(=O)(O)O.O>C1COCC1>[CH3:1][C@H:2]1[C@@:41]2([OH:43])[O:42][C@H:5]([CH2:6][C@H:7]([O:64][CH3:65])[C:8]([CH3:63])=[CH:9][CH:10]=[CH:11][CH:12]=[CH:13][C@@H:14]([CH3:62])[CH2:15][C@@H:16]([CH3:61])[C:17]([C@H:19]([O:59][CH3:60])[C@H:20]([OH:58])[C:21]([CH3:57])=[CH:22][C@@H:23]([CH3:56])[C:24]([CH2:26][C@@H:27]([C@@H:44]([CH2:46][C@H:47]3[CH2:52][C@@H:51]([O:53][CH3:54])[C@H:50]([O:55][C:68]([C:67]([CH2:85][OH:86])([CH2:72][OH:71])[CH3:66])=[O:69])[CH2:49][CH2:48]3)[CH3:45])[O:28][C:29]([C@H:31]3[N:36]([C:37]([C:39]2=[O:40])=[O:38])[CH2:35][CH2:34][CH2:33][CH2:32]3)=[O:30])=[O:25])=[O:18])[CH2:4][CH2:3]1. Procedure details: (189 mg) of 31-trimethyl silyl-42-ester of rapamycin with 5-methyl-2,2-diphenyl-1,3-dioxane-5-carboxylic acid [IId10] was dissolved in 2.8 ml THF and cooled to 0-5° C. Into the reaction mass 0.52 ml 2N sulphuric acid was added and stirred at 25-30° C. for 24 hrs. Then 2 ml THF and 0.52 ml 2 N sulphuric acid was added and stirred at 25-30° C. for 76 hrs. It was then concentrated on rotavapour, residue was dissolved in 2 ml ethyl acetate, and 2-3 drop perchloric acid (HClO4) diluted with 1 ml wate... Reactants: ClC1=CC(=C(C(=C1)C)N)I (4-chloro-2-iodo-6-methyl-phenylamine), ClC1=C(C=CC=C1)C#C (1-chloro-2-ethynyl-benzene). Product: ClC1=CC(=C(C(=C1)C)N)C#CC1=C(C=CC=C1)Cl (4-chloro-2-(2-chloro-phenylethynyl)-6-methyl-phenylamine). Yield: 68.4%. As a reaction SMILES: [Cl:1][C:2]1[CH:7]=[C:6]([CH3:8])[C:5]([NH2:9])=[C:4](I)[CH:3]=1.[Cl:11][C:12]1[CH:17]=[CH:16][CH:15]=[CH:14][C:13]=1[C:18]#[CH:19]>>[Cl:1][C:2]1[CH:7]=[C:6]([CH3:8])[C:5]([NH2:9])=[C:4]([C:19]#[C:18][C:13]2[CH:14]=[CH:15][CH:16]=[CH:17][C:12]=2[Cl:11])[CH:3]=1. Procedure details: The title compound was prepared in analogy to example 10 step A from 4-chloro-2-iodo-6-methyl-phenylamine (1.5 g, 5.61 mmol) and 1-chloro-2-ethynyl-benzene (920 mg, 6.73 mmol) to afford 4-chloro-2-(2-chloro-phenylethynyl)-6-methyl-phenylamine (1.06 g, 68%) as an off white solid. LC-MS (ESI): 276 (M+H)+. Starting materials: FC(OC1=CC=C(C=C1)S(=O)(=O)Cl)F (4-difluoromethoxybenzene sulfonyl chloride), COC1=C(C=C(C=C1)N)N1CCN(CC1)C (4-methoxy-3-(4-methyl-piperazin-1-yl)-phenylamine). The solvent is N1=CC=CC=C1 (pyridine). Run at time 16 hour. Product: FC(OC1=CC=C(C=C1)S(=O)(=O)NC1=CC(=C(C=C1)OC)N1CCN(CC1)C)F (4-Difluoromethoxy-N-[4-methoxy-3-(4-methyl-piperazin-1-yl)-phenyl]-benzenesulfonamide). Yield: 81.8%. Reaction SMILES: [F:1][CH:2]([F:14])[O:3][C:4]1[CH:9]=[CH:8][C:7]([S:10](Cl)(=[O:12])=[O:11])=[CH:6][CH:5]=1.[CH3:15][O:16][C:17]1[CH:22]=[CH:21][C:20]([NH2:23])=[CH:19][C:18]=1[N:24]1[CH2:29][CH2:28][N:27]([CH3:30])[CH2:26][CH2:25]1>N1C=CC=CC=1>[F:1][CH:2]([F:14])[O:3][C:4]1[CH:9]=[CH:8][C:7]([S:10]([NH:23][C:20]2[CH:21]=[CH:22][C:17]([O:16][CH3:15])=[C:18]([N:24]3[CH2:25][CH2:26][N:27]([CH3:30])[CH2:28][CH2:29]3)[CH:19]=2)(=[O:12])=[O:11])=[CH:6][CH:5]=1. Procedure details: 0.18 mL of 4-difluoromethoxybenzene sulfonyl chloride (1.13 mmol) were added to a solution of 0.25 g of (1.13 mmol) 4-methoxy-3-(4-methyl-piperazin-1-yl)-phenylamine in 10 mL of pyridine. The reaction mixture was stirred for 16 h at room temperature. The solvent was evaporated at reduced pressure. After addition of toluene and dichloromethane the mixture was again evaporated twice. The thus obtained residue was partitioned between dichloromethane and 5% aqueous ammoniumchloride. The organic phas...